From a dataset of the Open Reaction Database (ORD), a public repository of structured organic reaction records. describe an organic reaction: reactants, conditions, products, and yield Starting materials: BrC1=CC(=CC=2NC(=NC21)N2CCN(CC2)C2=NC=CC=C2C(F)(F)F)C(F)(F)F (4-Bromo-6-trifluoromethyl-2-[4-(3-trifluoromethylpyridin-2-yl)piperazin-1-yl]-1H-benzoimidazole), C(CCC)[Sn](C1=NC=CC=C1)(CCCC)CCCC (2-tributylstannylpyridine). The reagents and catalysts are C=1C=CC(=CC1)[P](C=2C=CC=CC2)(C=3C=CC=CC3)[Pd]([P](C=4C=CC=CC4)(C=5C=CC=CC5)C=6C=CC=CC6)([P](C=7C=CC=CC7)(C=8C=CC=CC8)C=9C=CC=CC9)[P](C=1C=CC=CC1)(C=1C=CC=CC1)C=1C=CC=CC1 (Pd(PPh3)4). Solvent: O1CCOCC1 (1,4-dioxane). Run at time 60 minute. Yields the product N1=C(C=CC=C1)C1=CC(=CC2=C1NC(=N2)N2CCN(CC2)C2=NC=CC=C2C(F)(F)F)C(F)(F)F (7-Pyridin-2-yl-5-(trifluoromethyl)-2-{4-[3-(trifluoromethyl)pyridin-2-yl]piperazin-1-yl}-1H-benzoimidazole). RXN SMILES: Br[C:2]1[C:10]2[N:9]=[C:8]([N:11]3[CH2:16][CH2:15][N:14]([C:17]4[C:22]([C:23]([F:26])([F:25])[F:24])=[CH:21][CH:20]=[CH:19][N:18]=4)[CH2:13][CH2:12]3)[NH:7][C:6]=2[CH:5]=[C:4]([C:27]([F:30])([F:29])[F:28])[CH:3]=1.C([Sn](CCCC)(CCCC)[C:36]1[CH:41]=[CH:40][CH:39]=[CH:38][N:37]=1)CCC>C1C=CC([P]([Pd]([P](C2C=CC=CC=2)(C2C=CC=CC=2)C2C=CC=CC=2)([P](C2C=CC=CC=2)(C2C=CC=CC=2)C2C=CC=CC=2)[P](C2C=CC=CC=2)(C2C=CC=CC=2)C2C=CC=CC=2)(C2C=CC=CC=2)C2C=CC=CC=2)=CC=1.O1CCOCC1>[N:37]1[CH:38]=[CH:39][CH:40]=[CH:41][C:36]=1[C:2]1[C:10]2[NH:9][C:8]([N:11]3[CH2:12][CH2:13][N:14]([C:17]4[C:22]([C:23]([F:25])([F:24])[F:26])=[CH:21][CH:20]=[CH:19][N:18]=4)[CH2:15][CH2:16]3)=[N:7][C:6]=2[CH:5]=[C:4]([C:27]([F:30])([F:28])[F:29])[CH:3]=1 |^1:53,55,74,93|. Procedure details: A mixture of 4-bromo-6-trifluoromethyl-2-[4-(3-trifluoromethylpyridin-2-yl)piperazin-1-yl]-1H-benzoimidazole (148 mg, 0.3 mmol, Example 7), 2-tributylstannylpyridine (148 mg, 0.5 mmol, Frontier), Pd(PPh3)4 (46 mg, 0.04 mmol, Aldrich) and 1,4-dioxane (1 mL) was subjected to microwave irradiation at 140° C. with stirring for 60 min. The solvent was removed in vacuo and the residue was purified by silica gel chromatography, eluting with 60% EtOAc/hexane, to give the title compound as a yellow amorp... Starting materials: NC1=NC=2CC(CC(C2C=N1)=O)C1=CC=C(C=C1)Cl (2-amino-7-(4-chloro-phenyl)-7,8-dihydro-6H-quinazolin-5-one), CN(C)C=C1C(CC(CC1=O)C1=C(C=CC=C1)OC)=O (2-dimethylaminomethylene-5-(2-methoxy-phenyl)-cyclohexane-1,3-dione), Cl.NC(=N)N (guanidine hydrochloride), C([O-])([O-])=O.[Na+].[Na+] (sodium carbonate). Solvent: O (water). Product: NC1=NC=2CC(CC(C2C=N1)=O)C1=C(C=CC=C1)OC (2-Amino-7-(2-methoxy-phenyl)-7,8-dihydro-6H-quinazolin-5-one). RXN SMILES: CN([CH:4]=[C:5]1[C:10](=O)[CH2:9][CH:8]([C:12]2[CH:17]=[CH:16][CH:15]=[CH:14][C:13]=2[O:18][CH3:19])[CH2:7][C:6]1=[O:20])C.Cl.[NH2:22][C:23]([NH2:25])=[NH:24].C(=O)([O-])[O-].[Na+].[Na+].NC1N=CC2C(=O)CC(C3C=CC(Cl)=CC=3)CC=2N=1>O>[NH2:24][C:23]1[N:25]=[CH:4][C:5]2[C:6](=[O:20])[CH2:7][CH:8]([C:12]3[CH:17]=[CH:16][CH:15]=[CH:14][C:13]=3[O:18][CH3:19])[CH2:9][C:10]=2[N:22]=1 |f:1.2,3.4.5|. Procedure details: The title compound was prepared from 2-dimethylaminomethylene-5-(2-methoxy-phenyl)-cyclohexane-1,3-dione (484 mg, 1.77 mmol) from stage 1, guanidine hydrochloride (253 mg, 2.55 mmol) and sodium carbonate (469 mg, 4.42 mmol), following the procedure described for the synthesis of 2-amino-7-(4-chloro-phenyl)-7,8-dihydro-6H-quinazolin-5-one (example 2/a stage 2) except that the mixture was heated at reflux for 2 h. The reaction mixture was cooled to ambient temperature; water (5 ml) was then added.... Reported procedure: 2-Chloro-oxazole-4-carboxylic acid [1-(3,5-difluoro-4-methanesulfonylamino-phenyl)-ethyl]-amide (50 mg, 0.13 mmol) was reacted with 4-isopropyl phenol (36 mg, 0.26 mmol) to give the title compound (46 mg, 73%) after purification by column chromatography (gradient 12% to 100% EtOAc in n-hexane). Yields the product FC=1C=C(C=C(C1NS(=O)(=O)C)F)C(C)NC(=O)C=1N=C(OC1)OC1=CC=C(C=C1)C(C)C (2-(4-Isopropyl-phenoxy)-oxazole-4-carboxylic acid [1-(3,5-difluoro-4-methanesulfonylamino-phenyl)-ethyl]-amide). As a reaction SMILES: [F:1][C:2]1[CH:3]=[C:4]([CH:14]([NH:16][C:17]([C:19]2[N:20]=[C:21](Cl)[O:22][CH:23]=2)=[O:18])[CH3:15])[CH:5]=[C:6]([F:13])[C:7]=1[NH:8][S:9]([CH3:12])(=[O:11])=[O:10].[CH:25]([C:28]1[CH:33]=[CH:32][C:31]([OH:34])=[CH:30][CH:29]=1)([CH3:27])[CH3:26]>>[F:1][C:2]1[CH:3]=[C:4]([CH:14]([NH:16][C:17]([C:19]2[N:20]=[C:21]([O:34][C:31]3[CH:32]=[CH:33][C:28]([CH:25]([CH3:27])[CH3:26])=[CH:29][CH:30]=3)[O:22][CH:23]=2)=[O:18])[CH3:15])[CH:5]=[C:6]([F:13])[C:7]=1[NH:8][S:9]([CH3:12])(=[O:11])=[O:10]. Isolated yield 73.8%. Reactants: FC=1C=C(C=C(C1NS(=O)(=O)C)F)C(C)NC(=O)C=1N=C(OC1)Cl (2-Chloro-oxazole-4-carboxylic acid [1-(3,5-difluoro-4-methanesulfonylamino-phenyl)-ethyl]-amide), C(C)(C)C1=CC=C(C=C1)O (4-isopropyl phenol).